This data is from the Open Reaction Database (ORD), a public repository of structured organic reaction records. The task is: describe an organic reaction: reactants, conditions, products, and yield Reactants: C=C(OC)C(=O)OC, COCN(Cc1ccccc1)C[Si](C)(C)C, ClCCl, O=C(O)C(F)(F)F. Product: COC(=O)C1(OC)CCN(Cc2ccccc2)C1. Reaction SMILES: [CH3:1][O:2][C:3]([C:4](=[O:5])[O:6][CH3:7])=[CH2:8].[CH3:9][O:10][CH2:11][N:12]([CH2:13][Si:14]([CH3:15])([CH3:16])[CH3:17])[CH2:18][c:19]1[cH:20][cH:21][cH:22][cH:23][cH:24]1.[Cl:32][CH2:33][Cl:34].[OH:25][C:26]([C:27]([F:28])([F:29])[F:30])=[O:31]>>[CH3:1][O:2][C:3]1([C:4](=[O:5])[O:6][CH3:7])[CH2:8][CH2:11][N:12]([CH2:18][c:19]2[cH:20][cH:21][cH:22][cH:23][cH:24]2)[CH2:13]1. Reactants: C1(OCC(C)O1)=O (propylene carbonate), N(CCO)CCO (diethanolamine). Reaction conditions: temperature 120 celsius. The product is OCCN1C(OCC1)=O (N-(2-hydroxyethyl)oxazolidin-2-one). RXN SMILES: [C:1]1(=[O:7])[O:6][CH:4]([CH3:5])CO1.[NH:8](CCO)[CH2:9][CH2:10][OH:11]>>[OH:11][CH2:10][CH2:9][N:8]1[CH2:5][CH2:4][O:6][C:1]1=[O:7]. Reported procedure: 5.1 mol of propylene carbonate were provided as an initial charge at 23° C. under a nitrogen atmosphere. 5 mol of diethanolamine were added over 30 to 120 minutes with stirring, and the temperature of the reaction mixture rose. On completion of the addition the mixture was heated to 120° C. in the course of 10 to 120 minutes and left to stir at 120° C. for 2 hours. Then a 10 to 20 mbar vacuum was applied, the temperature was raised from 120° C. to 160° C. and propylene glycol was distilled off. ... Reactants: ClC=1N=CC(=NC1)CO ((5-chloro-2-pyrazinyl)methanol), C(=O)(OCC)C=P(C1=CC=CC=C1)(C1=CC=CC=C1)C1=CC=CC=C1.O1CCOCC1 (dioxane (carbethoxymethylene)triphenylphosphorane). Reaction conditions: time 2 hour. Product: ClC=1N=CC(=NC1)/C=C/C(=O)OCC (ethyl (2E)-3-(5-chloro-2-pyrazinyl)acrylate). The yield is 77.3%. Reaction SMILES: [Cl:1][C:2]1[N:3]=[CH:4][C:5]([CH2:8]O)=[N:6][CH:7]=1.[C:10]([CH:15]=P(C1C=CC=CC=1)(C1C=CC=CC=1)C1C=CC=CC=1)([O:12][CH2:13][CH3:14])=[O:11].O1CCOCC1>>[Cl:1][C:2]1[N:3]=[CH:4][C:5](/[CH:8]=[CH:15]/[C:10]([O:12][CH2:13][CH3:14])=[O:11])=[N:6][CH:7]=1 |f:1.2|. Procedure: To a solution of (5-chloro-2-pyrazinyl)methanol (11.0 g) in dioxane (carbethoxymethylene)triphenylphosphorane (29.2 g). After stirring for 2 hours at room temperature, a resulting precipitate was filtered and the filtrate was evaporated in vacuo. The residue was purified by column chromatography on silica gel to give ethyl (2E)-3-(5-chloro-2-pyrazinyl)acrylate (11.0 g). The reactants are C[Si](C)(C)[N-][Si](C)(C)C.[Li+].O1CCCC1 (lithium bis(trimethylsilyl)amide tetrahydrofuran), CN1C2CC(CC1CC2)=O (8-methyl-8-azabicyclo[3.2.1]octan-3-one), N(=O)OCCCC (n-butyl nitrite). Run in O1CCCC1 (tetrahydrofuran), O1CCCC1 (tetrahydrofuran). Run at temperature 0 celsius. Yields the product CN1C2C(C(CC1CC2)=O)=NO (8-Methyl-8-azabicyclo[3.2.1]octan-2,3-dione-2-oxime). Isolated yield 26.0%. RXN SMILES: [CH3:1][N:2]1[CH:7]2[CH2:8][CH2:9][CH:3]1[CH2:4][C:5](=[O:10])[CH2:6]2.C[Si]([N-][Si](C)(C)C)(C)C.[Li+].O1CCCC1.[N:26](OCCCC)=[O:27]>O1CCCC1>[CH3:1][N:2]1[CH:7]2[CH2:8][CH2:9][CH:3]1[C:4](=[N:26][OH:27])[C:5](=[O:10])[CH2:6]2 |f:1.2.3|. Reported procedure: A solution of 8-methyl-8-azabicyclo[3.2.1]octan-3-one (2.79 g, 20 mmol) in anhydrous tetrahydrofuran (40 mL) under nitrogen was cooled (-68° C.) and treated (via syringe) with 1.0N lithium bis(trimethylsilyl)amide/tetrahydrofuran (36 mL, 36 mmol) at a rate to keep the pot temperature below -55° C. The mixture was warmed to 0° C., then recooled (-68° C.), and treated dropwise with a solution of n-butyl nitrite (2.6 mL, 22 mmol) in anhydrous tetrahydrofuran (15 mL) at a rate to keep the pot temper... The reactants are C1(=CC=C(C=C1)COC1=CC=C(C=C1)CCCOC1=C(C(=O)O)C=C(C=C1)C(=O)OCC)C1=CC=CC=C1 (2-{3-[4-(1,1′-biphenyl-4-ylmethoxy)phenyl]propoxy}-5-(ethoxycarbonyl)benzoic acid), N[C@H]1CC[C@H](CC1)C(=O)OCC (ethyl cis-4-amino-1-cyclohexanecarboxylate). Yields the product C1(=CC=C(C=C1)COC1=CC=C(C=C1)CCCOC1=C(C=C(C(=O)OCC)C=C1)C(=O)N[C@@H]1CC[C@@H](CC1)C(=O)OC)C1=CC=CC=C1 (Ethyl 4-{3-[4-(1,1′-biphenyl-4-ylmethoxy)phenyl]propoxy}-3-({cis-[4-(methoxy-carbonyl)cyclohexyl]amino}carbonyl)benzoate). Reaction SMILES: [C:1]1(C2C=CC=CC=2)[CH:6]=[CH:5][C:4]([CH2:7][O:8][C:9]2[CH:14]=[CH:13][C:12]([CH2:15][CH2:16][CH2:17][O:18][C:19]3[CH:27]=[CH:26][C:25]([C:28]([O:30][CH2:31][CH3:32])=[O:29])=[CH:24][C:20]=3[C:21](O)=[O:22])=[CH:11][CH:10]=2)=[CH:3][CH:2]=1.[NH2:39][C@@H:40]1[CH2:45][CH2:44][C@H:43]([C:46]([O:48][CH2:49]C)=[O:47])[CH2:42][CH2:41]1>>[C:1]1([C:1]2[CH:6]=[CH:5][CH:4]=[CH:3][CH:2]=2)[CH:2]=[CH:3][C:4]([CH2:7][O:8][C:9]2[CH:14]=[CH:13][C:12]([CH2:15][CH2:16][CH2:17][O:18][C:19]3[CH:27]=[CH:26][C:25]([C:28]([O:30][CH2:31][CH3:32])=[O:29])=[CH:24][C:20]=3[C:21]([NH:39][C@H:40]3[CH2:41][CH2:42][C@@H:43]([C:46]([O:48][CH3:49])=[O:47])[CH2:44][CH2:45]3)=[O:22])=[CH:11][CH:10]=2)=[CH:5][CH:6]=1. Procedure: The compound is prepared in analogy to the process described in Example 6 from 2-{3-[4-(1,1′-biphenyl-4-ylmethoxy)phenyl]propoxy}-5-(ethoxycarbonyl)benzoic acid and ethyl cis-4-amino-1-cyclohexanecarboxylate. Reactants: C1(=CC=CC=C1)O (Phenol), BrC1=CC(=CC(=C1)F)OCC1=CC(=C(C=C1)OC)OC (1-bromo-3-(3,4-dimethoxybenzyloxy)-5-fluorobenzene), C1(=CC=CC=C1)S (THIOPHENOL), BrC1=CC=CC(=N1)CO[Si](C1=CC=CC=C1)(C1=CC=CC=C1)C(C)(C)C (6-bromo(O-tert-butyldiphenylsilyl)pyridin-2-methanol). Yields the product OC(CC)(CC)C1=CC=CC(=N1)CO (6-(3-Hydroxypent-3-yl)pyridin-2-methanol). As a reaction SMILES: [C:1]1([OH:7])C=CC=CC=1.[C:8]1(S)C=CC=C[CH:9]=1.Br[C:16]1[N:21]=[C:20]([CH2:22][O:23][Si](C(C)(C)C)(C2C=CC=CC=2)C2C=CC=CC=2)[CH:19]=[CH:18][CH:17]=1.Br[C:42]1C=C(F)C=C(OCC2C=CC(OC)=C(OC)C=2)[CH:43]=1>>[OH:23][C:22]([C:20]1[N:21]=[C:16]([CH2:1][OH:7])[CH:17]=[CH:18][CH:19]=1)([CH2:42][CH3:43])[CH2:8][CH3:9]. Procedure details: Following the procedure described for Phenol 2, Step 2 and for Phenol 7, Step 3, but substituting 6-bromo(O-tert-butyldiphenylsilyl)pyridin-2-methanol form Step 4 for 1-bromo-3-(3,4-dimethoxybenzyloxy)-5-fluorobenzene, the title compound was obtained.